From a dataset of the Open Reaction Database (ORD), a public repository of structured organic reaction records. describe an organic reaction: reactants, conditions, products, and yield Starting materials: NC=1C=CC(=C(C1)[C@]1(N=C(OC(C1(F)F)(C)C)N)C)F ((R)-4-(5-amino-2-fluoro-phenyl)-5,5-difluoro-4,6,6-trimethyl-5,6-dihydro-4H-[1,3]oxazin-2-ylamine), ClC=1C=CC(=NC1)C(=O)O (5-chloro-pyridine-2-carboxylic acid). Yields the product NC=1OC(C([C@@](N1)(C)C=1C=C(C=CC1F)NC(=O)C1=NC=C(C=C1)Cl)(F)F)(C)C (5-Chloro-pyridine-2-carboxylic acid [3-((R)-2-amino-5,5-difluoro-4,6,6-trimethyl-5,6-dihydro-4H-[1,3]oxazin-4-yl)-4-fluoro-phenyl]-amide). As a reaction SMILES: [NH2:1][C:2]1[CH:3]=[CH:4][C:5]([F:20])=[C:6]([C@:8]2([CH3:19])[C:13]([F:15])([F:14])[C:12]([CH3:17])([CH3:16])[O:11][C:10]([NH2:18])=[N:9]2)[CH:7]=1.[Cl:21][C:22]1[CH:23]=[CH:24][C:25]([C:28](O)=[O:29])=[N:26][CH:27]=1>>[NH2:18][C:10]1[O:11][C:12]([CH3:16])([CH3:17])[C:13]([F:14])([F:15])[C@:8]([C:6]2[CH:7]=[C:2]([NH:1][C:28]([C:25]3[CH:24]=[CH:23][C:22]([Cl:21])=[CH:27][N:26]=3)=[O:29])[CH:3]=[CH:4][C:5]=2[F:20])([CH3:19])[N:9]=1. Procedure details: The condensation of (R)-4-(5-amino-2-fluoro-phenyl)-5,5-difluoro-4,6,6-trimethyl-5,6-dihydro-4H-[1,3]oxazin-2-ylamine (intermediate XI-2) and 5-chloro-pyridine-2-carboxylic acid following procedure I yielded the title compound as a white foam. MS (ISP): m/z=427.2 [M+H]+. The reactants are O=C1OC(=O)C2=C1CCCC2, CC(=O)O, CC1CCCC1Oc1cc(N)c(F)cc1Cl. Yields the product CC1CCCC1Oc1cc(N2C(=O)C3=C(CCCC3)C2=O)c(F)cc1Cl. As a reaction SMILES: [C:17]1(=[O:27])[C:18]2=[C:19]([C:20](=[O:21])[O:22]1)[CH2:23][CH2:24][CH2:25][CH2:26]2.[CH3:28][C:29](=[O:30])[OH:31].[F:1][c:2]1[c:3]([NH2:4])[cH:5][c:6]([O:10][CH:11]2[CH:12]([CH3:16])[CH2:13][CH2:14][CH2:15]2)[c:7]([Cl:9])[cH:8]1>>[F:1][c:2]1[c:3]([N:4]2[C:17](=[O:22])[C:18]3=[C:19]([C:20]2=[O:21])[CH2:23][CH2:24][CH2:25][CH2:26]3)[cH:5][c:6]([O:10][CH:11]2[CH:12]([CH3:16])[CH2:13][CH2:14][CH2:15]2)[c:7]([Cl:9])[cH:8]1. The reactants are CCOC(=O)CBr, CN(C)C=O, [H-], [Na+], Oc1ccccc1Cc1ncc[nH]1. Yields the product CCOC(=O)COc1ccccc1Cc1ncc[nH]1. As a reaction SMILES: [Br:16][CH2:17][C:18](=[O:19])[O:20][CH2:21][CH3:22].[CH3:23][N:24]([CH3:25])[CH:26]=[O:27].[H-:14].[Na+:15].[nH:1]1[c:2]([CH2:6][c:7]2[c:8]([OH:13])[cH:9][cH:10][cH:11][cH:12]2)[n:3][cH:4][cH:5]1>>[nH:1]1[c:2]([CH2:6][c:7]2[c:8]([O:13][CH2:17][C:18](=[O:19])[O:20][CH2:21][CH3:22])[cH:9][cH:10][cH:11][cH:12]2)[n:3][cH:4][cH:5]1. Procedure: Prepared in analogy to that of Example 1(e) from 7-cyano-4-hydroxy-1-phenyl-1H-pyrrolo[2,3-c]pyridine-5-carboxylic acid ethyl ester, glycine and NaOMe/HOMe. The title compound, ESI MS (m/z): 337 (M+H)+. The reactants are C(C)OC(=O)C=1C(=C2C(=C(N1)C#N)N(C=C2)C2=CC=CC=C2)O (7-cyano-4-hydroxy-1-phenyl-1H-pyrrolo[2,3-c]pyridine-5-carboxylic acid ethyl ester), NCC(=O)O (glycine), C[O-].[Na+].CO (NaOMe HOMe). Product: C(#N)C=1N=C(C(=C2C1N(C=C2)C2=CC=CC=C2)O)C(=O)NCC(=O)O ([(7-Cyano-4-hydroxy-1-phenyl-1H-pyrrolo[2,3-c]pyridine-5-carbonyl)-amino]-acetic acid). RXN SMILES: C(O[C:4]([C:6]1[C:7]([OH:23])=[C:8]2[CH:16]=[CH:15][N:14]([C:17]3[CH:22]=[CH:21][CH:20]=[CH:19][CH:18]=3)[C:9]2=[C:10]([C:12]#[N:13])[N:11]=1)=[O:5])C.[NH2:24][CH2:25][C:26]([OH:28])=[O:27].C[O-].[Na+].CO>>[C:12]([C:10]1[N:11]=[C:6]([C:4]([NH:24][CH2:25][C:26]([OH:28])=[O:27])=[O:5])[C:7]([OH:23])=[C:8]2[CH:16]=[CH:15][N:14]([C:17]3[CH:18]=[CH:19][CH:20]=[CH:21][CH:22]=3)[C:9]=12)#[N:13] |f:2.3.4|. Starting materials: CON(C(=O)C=1C=CC2=C(C=C(O2)CCN2[C@@H](CCC2)C)C1)C (N-methoxy-N-methyl-2-{2-[(2R)-2-methyl-1-pyrrolidinyl]ethyl}-1-benzofuran-5-carboxamide), COC1=C(C=CC=C1)[Mg]Br (2-methoxyphenylmagnesium bromide). The product is COC1=C(C=CC=C1)C(=O)C=1C=CC2=C(C=C(O2)CCN2[C@@H](CCC2)C)C1 ((2-methoxyphenyl)(2-{2-[(2R)-2-methyl-1-pyrrolidinyl]ethyl}-1-benzofuran-5-yl)methanone). RXN SMILES: CON(C)[C:4]([C:6]1[CH:7]=[CH:8][C:9]2[O:13][C:12]([CH2:14][CH2:15][N:16]3[CH2:20][CH2:19][CH2:18][C@H:17]3[CH3:21])=[CH:11][C:10]=2[CH:22]=1)=[O:5].[CH3:24][O:25][C:26]1[CH:31]=[CH:30][CH:29]=[CH:28][C:27]=1[Mg]Br>>[CH3:24][O:25][C:26]1[CH:31]=[CH:30][CH:29]=[CH:28][C:27]=1[C:4]([C:6]1[CH:7]=[CH:8][C:9]2[O:13][C:12]([CH2:14][CH2:15][N:16]3[CH2:20][CH2:19][CH2:18][C@H:17]3[CH3:21])=[CH:11][C:10]=2[CH:22]=1)=[O:5]. Procedure details: The product from Example 71E and 2-methoxyphenylmagnesium bromide were processed as described in Example 71F to provide the title compound. 1HNMR (300 MHz, CD3OD) δ 1.42 (d, 3H), 1.72 (m, 1H), 2.10 (m, 2H), 2.35 (m, 1H), 3.30 (m, 4H), 3.55 (m, 1H), 3.70 (s 3H), 3.80 (m, 2H), 6.80 (s, 1H), 7.1 (m, 2H), 7.30 (dd, 1H), 7.53 (m, 2H), 7.75 (dd, 1H), 7.95 (d, 1H); MS (ESI) m/z 364 (M+14H)+. Starting materials: O (water), ClCC1=NOC(C1)C1=CC=C(C=C1)F (3-Chloromethyl-5-(4-fluorophenyl)-4,5-dihydroisoxazole), ClC1=CC2=C(N(C(N2)=O)C2CCNCC2)C=C1 (4-(5-chloro-2-oxo-1-benzimidazolinyl)piperidine), C([O-])([O-])=O.[K+].[K+] (potassium carbonate), [I-].[K+] (potassium iodide). Solvent: C(Cl)(Cl)Cl (chloroform), C(C)O (ethanol). Reaction conditions: time 48 hour. Yields the product FC1=CC=C(C=C1)C1(C(=C(NO1)CN1CCC(CC1)N1C(NC2=C1C=CC(=C2)Cl)=O)O)O (1-[5-(4-fluorophenyl)-4,5-dihydroxyisoxazol-3-ylmethyl]-4-(5-chloro-2-oxo-1-benzimidazolinyl)piperidine). RXN SMILES: Cl[CH2:2][C:3]1[CH2:7][CH:6]([C:8]2[CH:13]=[CH:12][C:11]([F:14])=[CH:10][CH:9]=2)[O:5][N:4]=1.[Cl:15][C:16]1[CH:31]=[CH:30][C:19]2[N:20]([CH:24]3[CH2:29][CH2:28][NH:27][CH2:26][CH2:25]3)[C:21](=[O:23])[NH:22][C:18]=2[CH:17]=1.C(=O)([O-])[O-:33].[K+].[K+].[I-].[K+].[OH2:40]>C(Cl)(Cl)Cl.C(O)C>[F:14][C:11]1[CH:12]=[CH:13][C:8]([C:6]2([OH:5])[O:40][NH:4][C:3]([CH2:2][N:27]3[CH2:26][CH2:25][CH:24]([N:20]4[C:19]5[CH:30]=[CH:31][C:16]([Cl:15])=[CH:17][C:18]=5[NH:22][C:21]4=[O:23])[CH2:29][CH2:28]3)=[C:7]2[OH:33])=[CH:9][CH:10]=1 |f:2.3.4,5.6|. Procedure details: 3-Chloromethyl-5-(4-fluorophenyl)-4,5-dihydroisoxazole (40 g), 52 g of 4-(5-chloro-2-oxo-1-benzimidazolinyl)piperidine, 30 g of potassium carbonate, 15 g of potassium iodide and 1 liter of ethanol are heated to a temperature of 70° to 75° C. with stirring for 48 hours. The reaction mixture is then filtered and the mother liquor is condensed under reduced pressure. To the residue are added 800 ml of chloroform and 500 ml of water and the mixture is stirred. The organic layer is separated off, was...